The task is: describe an organic reaction: reactants, conditions, products, and yield. This data is from the Open Reaction Database (ORD), a public repository of structured organic reaction records. Reactants: FC=1C(=NC(=NC1)OCC1=CC=C(C=C1)F)N=CN(C)C (N′-[5-fluoro-2-(4-fluorobenzyloxy)pyrimidin-4-yl]-N,N-dimethylformamidine), N1CCCC1 (pyrrolidine), C12(C(=O)CC(CC1)C2(C)C)CS(=O)(=O)O (camphorsulfonic acid). Run in C1(=CC=CC=C1)C (toluene). Reaction conditions: temperature 90 celsius, time 16 hour. The product is FC=1C(=NC(=NC1)OCC1=CC=C(C=C1)F)N=CN1CCCC1 ([5-Fluoro-2-(4-fluorobenzyloxy)pyrimidin-4-yl]-[1-pyrrolidin-1-yl-methylidene]amine). The yield is 52.4%. Reaction SMILES: [F:1][C:2]1[C:3]([N:17]=[CH:18][N:19]([CH3:21])[CH3:20])=[N:4][C:5]([O:8][CH2:9][C:10]2[CH:15]=[CH:14][C:13]([F:16])=[CH:12][CH:11]=2)=[N:6][CH:7]=1.N1CC[CH2:24][CH2:23]1.C12(CS(O)(=O)=O)C(C)(C)C(CC1)CC2=O>C1(C)C=CC=CC=1>[F:1][C:2]1[C:3]([N:17]=[CH:18][N:19]2[CH2:21][CH2:24][CH2:23][CH2:20]2)=[N:4][C:5]([O:8][CH2:9][C:10]2[CH:11]=[CH:12][C:13]([F:16])=[CH:14][CH:15]=2)=[N:6][CH:7]=1. Reported procedure: To a solution of N′-[5-fluoro-2-(4-fluorobenzyloxy)pyrimidin-4-yl]-N,N-dimethylformamidine (0.10 g, 0.36 mmol) in toluene (2 mL) was added pyrrolidine (0.051 g, 0.72 mmol) and a catalytic amount of camphorsulfonic acid. The vented vial was placed on an orbital shaker, agitated at 90° C. for 16 h, cooled, and evaporated to dryness. Purification by reverse phase chromatography afforded the title compound (0.060 g, 53% yield) as a white solid: mp 102-103° C.; 1H NMR (300 MHz, CDCl3) δ 8.87 (s, 1H),...